This data is from the Open Reaction Database (ORD), a public repository of structured organic reaction records. The task is: describe an organic reaction: reactants, conditions, products, and yield Starting materials: CCOCC (Ether), [H-].[Al+3].[Li+].[H-].[H-].[H-] (lithium aluminum hydride), mixture, COC1=C(C2=CC=CC=C2C=C1)C(C[N+](=O)[O-])SC1=CC=CC=C1 (1-(2-methoxynaphth-1-yl)-1-(phenylthio)-2-nitroethane). Solvent: CCOCC.C1CCOC1 (ether THF), CCOCC.C1CCOC1 (ether THF). Reaction conditions: temperature 0 celsius. Yields the product COC1=C(C2=CC=CC=C2C=C1)C(CN)SC1=CC=CC=C1 (1-(2-methoxynaphth-1-yl)-1-(phenylthio)-2-aminoethane). The yield is 70.0%. RXN SMILES: [H-].[Al+3].[Li+].[H-].[H-].[H-].[CH3:7][O:8][C:9]1[CH:18]=[CH:17][C:16]2[C:11](=[CH:12][CH:13]=[CH:14][CH:15]=2)[C:10]=1[CH:19]([S:24][C:25]1[CH:30]=[CH:29][CH:28]=[CH:27][CH:26]=1)[CH2:20][N+:21]([O-])=O.CCOCC>CCOCC.C1COCC1>[CH3:7][O:8][C:9]1[CH:18]=[CH:17][C:16]2[C:11](=[CH:12][CH:13]=[CH:14][CH:15]=2)[C:10]=1[CH:19]([S:24][C:25]1[CH:30]=[CH:29][CH:28]=[CH:27][CH:26]=1)[CH2:20][NH2:21] |f:0.1.2.3.4.5,8.9|. Procedure details: To a vigorously stirred suspension of lithium aluminum hydride (76 mg. 20 mmol) in anhydrous ether - THF 2:1 solvent mixture (80 ml) a solution of 1-(2-methoxynaphth-1-yl)-1-(phenylthio)-2-nitroethane (3394 mg, 10 mmol) in ether- THF 2:1 (40 ml) is added dropwise. The reaction mixture is heated at reflux for 24 h and then cooled to 0° C. Ether is added and the excess of LiAlH4 is destroyed by the cautious successive addition of water (2 ml) and 2N NaOH solution (4 ml). The aluminum salts are fil... The reactants are COc1ccc2c(c1)CCCC2N, CCOC(C)=O, S=C=NCc1ccc(Cl)cc1. Yields the product COc1ccc2c(c1)CCCC2NC(=S)NCc1ccc(Cl)cc1. As a reaction SMILES: [CH3:1][O:2][c:3]1[cH:4][c:5]2[c:10]([cH:11][cH:12]1)[CH:9]([NH2:13])[CH2:8][CH2:7][CH2:6]2.[CH3:25][CH2:26][O:27][C:28](=[O:29])[CH3:30].[Cl:14][c:15]1[cH:16][cH:17][c:18]([CH2:19][N:20]=[C:21]=[S:22])[cH:23][cH:24]1>>[CH3:1][O:2][c:3]1[cH:4][c:5]2[c:10]([cH:11][cH:12]1)[CH:9]([NH:13][C:21]([NH:20][CH2:19][c:18]1[cH:17][cH:16][c:15]([Cl:14])[cH:24][cH:23]1)=[S:22])[CH2:8][CH2:7][CH2:6]2. Reactants: Br, Br, CCOC(=O)C(CCC1CCNCC1)NC1CSc2ccccc2N(CC(=O)O)C1=O, CC(=O)O, [Na+], [OH-]. The product is O=C(O)CN1C(=O)C(NC(CCC2CCNCC2)C(=O)O)CSc2ccccc21. Reaction SMILES: [BrH:1].[BrH:2].[CH2:3]([CH3:4])[O:5][C:6](=[O:7])[CH:8]([CH2:9][CH2:10][CH:11]1[CH2:12][CH2:13][NH:14][CH2:15][CH2:16]1)[NH:17][CH:18]1[CH2:19][S:20][c:21]2[c:22]([cH:30][cH:31][cH:32][cH:33]2)[N:23]([CH2:26][C:27](=[O:28])[OH:29])[C:24]1=[O:25].[CH3:34][C:35](=[O:36])[OH:37].[Na+:39].[OH-:38]>>[O:5]=[C:6]([OH:7])[CH:8]([CH2:9][CH2:10][CH:11]1[CH2:12][CH2:13][NH:14][CH2:15][CH2:16]1)[NH:17][CH:18]1[CH2:19][S:20][c:21]2[c:22]([cH:30][cH:31][cH:32][cH:33]2)[N:23]([CH2:26][C:27](=[O:28])[OH:29])[C:24]1=[O:25]. The reactants are COC1=C2CCCC2=CC=C1C(=O)O (4-Methoxy-indan-5-carboxylic acid), C(=O)(C=1NC=CN1)C=1NC=CN1 (Carbonyl-diimidazole), N1CCCC1 (Pyrrolidine), O (water). Solvent: O1CCCC1 (Tetrahydrofuran), O1CCCC1 (Tetrahydrofuran). Run at temperature 67.5 celsius, time 2 hour. The product is COC1=C2CCCC2=CC=C1C(=O)N1CCCC1 ((4-Methoxy-indan-5-yl)-pyrrolidin-1-yl-methanone). The yield is 39.1%. RXN SMILES: [CH3:1][O:2][C:3]1[C:11]([C:12]([OH:14])=O)=[CH:10][CH:9]=[C:8]2[C:4]=1[CH2:5][CH2:6][CH2:7]2.[C:15]([C:22]1[NH:23][CH:24]=[CH:25]N=1)(C1NC=CN=1)=O.N1CCCC1.O>O1CCCC1>[CH3:1][O:2][C:3]1[C:11]([C:12]([N:23]2[CH2:22][CH2:15][CH2:25][CH2:24]2)=[O:14])=[CH:10][CH:9]=[C:8]2[C:4]=1[CH2:5][CH2:6][CH2:7]2. Procedure details: To a clear solution of 4-Methoxy-indan-5-carboxylic acid (12.0 gm, 0.0625 mole) in Tetrahydrofuran (60 ml), Carbonyl-diimidazole (13.24 gm, 0.0812 mole) was added at 25-28° C. The reaction mixture was heated to 65-70° C. and stirred for 2 hours to the reaction mixture, a solution of Pyrrolidine (5.74 ml, 0.0687 mole) in Tetrahydrofuran (20 ml) was added at 10-15° C. The reaction mixture was poured into water (200 ml) and extracted with Ethylacetate (2×100 ml). The organic layer was dried over So... Starting materials: CN(C)C=O, O=C(Cl)C(=O)Cl, Cc1ccc(Cl)c(C(O)=S)c1. Yields the product Cc1ccc(Cl)c(C(=S)Cl)c1. As a reaction SMILES: [CH3:18][N:19]([CH3:20])[CH:21]=[O:22].[Cl:12][C:13]([C:14]([Cl:15])=[O:16])=[O:17].[Cl:1][c:2]1[c:3]([C:4](=[S:5])[OH:6])[cH:7][c:8]([CH3:11])[cH:9][cH:10]1>>[Cl:1][c:2]1[c:3]([C:4](=[S:5])[Cl:12])[cH:7][c:8]([CH3:11])[cH:9][cH:10]1.